Dataset: the Open Reaction Database (ORD), a public repository of structured organic reaction records. Task: describe an organic reaction: reactants, conditions, products, and yield Reactants: OC1=C(C=C(C=C1)C)N1N=C2C(=N1)C=CC(=C2)OC(C)(C)CC(C)(C)C (2-(2′-hydroxy-5′-methyphenyl)-5-tert-octyloxybenzotriazole), BrBr (bromine), N(=NC(C#N)(C)C)C(C#N)(C)C (azobis isobutyronitrile), OC1=C(C=C(C=C1)C)N1N=C2C(=N1)C=CC(=C2)OC(C)(C)CC(C)(C)C (2-(2′-hydroxy-5′-methyphenyl)-5-tert-octyloxybenzotriazole), N(=NC(C#N)(C)C)C(C#N)(C)C (AIBN), OC1=C(C=C(C=C1)C)C1=C(C=CC=2NN=NC21)OC(C)(C)CC(C)(C)C ((2′hydroxy 5′methyphenyl)-5-tert-octyloxybenzotriazole). Solvent: C(Cl)(Cl)(Cl)Cl (carbon tetrachloride), C(Cl)(Cl)(Cl)Cl (carbon tetrachloride). Procedure: 2-(2′-hydroxy-5′-bromomethyphenyl)-5-tert-octyloxybenzotriazole was prepared from the bromination of 2-(2′-hydroxy-5′-methyphenyl)-5-tert-octyloxybenzotriazole using azobis isobutyronitrile (AIBN) as an initiator. In a 500 ml three-necked round bottomed flask, 8.236 g (0.0223 mol) 2-(2′-hydroxy-5′-methyphenyl)-5-tert-octyloxybenzotriazole and 100 mg of AIBN were taken and dissolved in 150 ml of dry carbon tetrachloride. In a separate conical flask 4.18 g (1.5 ml, 0.03 mol) of bromine was dissolv... The product is OC1=C(C=C(C=C1)CBr)N1N=C2C(=N1)C=CC(=C2)OC(C)(C)CC(C)(C)C (2-(2′-hydroxy-5′-bromomethyphenyl)-5-tert-octyloxybenzotriazole). Reaction SMILES: [OH:1][C:2]1[CH:7]=[CH:6][C:5]([CH3:8])=[CH:4][C:3]=1[N:9]1[N:13]=[C:12]2[CH:14]=[CH:15][C:16]([O:18][C:19]([CH2:22][C:23]([CH3:26])([CH3:25])[CH3:24])([CH3:21])[CH3:20])=[CH:17][C:11]2=[N:10]1.N(C(C)(C)C#N)=NC(C)(C)C#N.[Br:39]Br.OC1C=CC(C)=CC=1C1C2N=NNC=2C=CC=1OC(CC(C)(C)C)(C)C>C(Cl)(Cl)(Cl)Cl>[OH:1][C:2]1[CH:7]=[CH:6][C:5]([CH2:8][Br:39])=[CH:4][C:3]=1[N:9]1[N:13]=[C:12]2[CH:14]=[CH:15][C:16]([O:18][C:19]([CH2:22][C:23]([CH3:26])([CH3:25])[CH3:24])([CH3:21])[CH3:20])=[CH:17][C:11]2=[N:10]1. Reactants: C1CCN(C1)C2=CC=C(C=C2)C=O (4-(1-Pyrrolidino)benzaldehyde), NCC1=CC=C(C#N)C=C1 (4-aminomethyl benzonitrile), CO.O1CCOCC1 (methanol dioxane). Yields the product C(#N)C1=CC=C(CNC(C(C2=CC=C(C=C2)N2CCCC2)OC)=O)C=C1 ((RS)-N-(4-cyano-benzyl)-2-methoxy-2-(4-pyrrolidin-1-yl-phenyl)-acetamide). As a reaction SMILES: [CH2:1]1[CH2:5][N:4]([C:6]2[CH:11]=[CH:10][C:9](C=O)=[CH:8][CH:7]=2)[CH2:3][CH2:2]1.[NH2:14][CH2:15][C:16]1[CH:23]=[CH:22][C:19]([C:20]#[N:21])=[CH:18][CH:17]=1.CO.[O:26]1[CH2:31][CH2:30][O:29][CH2:28]C1>>[C:20]([C:19]1[CH:22]=[CH:23][C:16]([CH2:15][NH:14][C:31](=[O:26])[CH:30]([O:29][CH3:28])[C:9]2[CH:8]=[CH:7][C:6]([N:4]3[CH2:3][CH2:2][CH2:1][CH2:5]3)=[CH:11][CH:10]=2)=[CH:17][CH:18]=1)#[N:21] |f:2.3|. Reported procedure: 4-(1-Pyrrolidino)benzaldehyde was reacted according to general procedure A using methanol/dioxane as a solvent. The product of this reaction was subsequently coupled with 4-aminomethyl benzonitrile according to general procedure B to give (RS)-N-(4-cyano-benzyl)-2-methoxy-2-(4-pyrrolidin-1-yl-phenyl)-acetamide. Off-white solid. MS 350.4 ([M+H]+)